From a dataset of the Open Reaction Database (ORD), a public repository of structured organic reaction records. describe an organic reaction: reactants, conditions, products, and yield Starting materials: C(C)OC(NCCC1=CC=C(C=C1)O)=O ([2-(4-hydroxy-phenyl)-ethyl]-carbamic acid ethyl ester), FC1=CC=C(C#N)C=C1 (4-fluorobenzonitrile), C([O-])([O-])=O.[Cs+].[Cs+] (cesium carbonate). The solvent is CN(C=O)C (N,N-dimethylformamide). Conditions: temperature 85 celsius. Yields the product C(C)OC(NCCC1=CC=C(C=C1)OC1=CC=C(C=C1)C#N)=O ({2-[4-(4-cyano-phenoxy)-phenyl]-ethyl}-carbamic acid ethyl ester). Yield: 119.5%. As a reaction SMILES: [CH2:1]([O:3][C:4](=[O:15])[NH:5][CH2:6][CH2:7][C:8]1[CH:13]=[CH:12][C:11]([OH:14])=[CH:10][CH:9]=1)[CH3:2].F[C:17]1[CH:24]=[CH:23][C:20]([C:21]#[N:22])=[CH:19][CH:18]=1.C(=O)([O-])[O-].[Cs+].[Cs+]>CN(C)C=O>[CH2:1]([O:3][C:4](=[O:15])[NH:5][CH2:6][CH2:7][C:8]1[CH:9]=[CH:10][C:11]([O:14][C:17]2[CH:24]=[CH:23][C:20]([C:21]#[N:22])=[CH:19][CH:18]=2)=[CH:12][CH:13]=1)[CH3:2] |f:2.3.4|. Reported procedure: Combine 6.2 mmol of [2-(4-hydroxy-phenyl)-ethyl]-carbamic acid ethyl ester (3.6.0 g, 17.2 mmol), 4-fluorobenzonitrile (2.1 g, 17.2 mmol), cesium carbonate (11.2 g, 34.4 mmol), and N,N-dimethylformamide (80 mL), stir and heat at 85° C. for 18 hours. Cool to room temperature and evaporate on a rotary evaporator, took up residue in brine then extracted with ethyl acetate (3×50 mL). Dry the combined ethyl acetate extracts over sodium chloride/magnesium sulfate, filter, and concentrate on a rotary ev... Reactants: COC/C=C/B(O)O ((E)-3-methoxy-1-propen-1-ylboronic acid), pinacol ester, C([O-])(O)=O.[Na+] (sodium bicarbonate), C12(CC3CC(CC(C1)C3)C2)COC2=CC(=C(C(=O)OC(C)(C)C)C=C2Br)F (tert-butyl 4-(adamantan-1-ylmethoxy)-5-bromo-2-fluorobenzoate). Reagents/catalysts: C=1C=CC(=CC1)[P](C=2C=CC=CC2)(C=3C=CC=CC3)[Pd]([P](C=4C=CC=CC4)(C=5C=CC=CC5)C=6C=CC=CC6)([P](C=7C=CC=CC7)(C=8C=CC=CC8)C=9C=CC=CC9)[P](C=1C=CC=CC1)(C=1C=CC=CC1)C=1C=CC=CC1 (tetrakis(triphenylphosphine)palladium). The solvent is O1CCOCC1 (dioxane). Run at temperature 150 celsius. Yields the product C12(CC3CC(CC(C1)C3)C2)COC2=CC(=C(C(=O)OC(C)(C)C)C=C2\C=C\COC)F (tert-butyl 4-(adamantan-1-ylmethoxy)-2-fluoro-5-((E)-3-methoxyprop-1-en-1-yl)benzoate). RXN SMILES: [C:1]12([CH2:11][O:12][C:13]3[C:25](Br)=[CH:24][C:16]([C:17]([O:19][C:20]([CH3:23])([CH3:22])[CH3:21])=[O:18])=[C:15]([F:27])[CH:14]=3)[CH2:10][CH:5]3[CH2:6][CH:7]([CH2:9][CH:3]([CH2:4]3)[CH2:2]1)[CH2:8]2.[CH3:28][O:29][CH2:30]/[CH:31]=[CH:32]/B(O)O.C(=O)(O)[O-].[Na+]>O1CCOCC1.C1C=CC([P]([Pd]([P](C2C=CC=CC=2)(C2C=CC=CC=2)C2C=CC=CC=2)([P](C2C=CC=CC=2)(C2C=CC=CC=2)C2C=CC=CC=2)[P](C2C=CC=CC=2)(C2C=CC=CC=2)C2C=CC=CC=2)(C2C=CC=CC=2)C2C=CC=CC=2)=CC=1>[C:1]12([CH2:11][O:12][C:13]3[C:25](/[CH:32]=[CH:31]/[CH2:30][O:29][CH3:28])=[CH:24][C:16]([C:17]([O:19][C:20]([CH3:23])([CH3:22])[CH3:21])=[O:18])=[C:15]([F:27])[CH:14]=3)[CH2:10][CH:5]3[CH2:6][CH:7]([CH2:9][CH:3]([CH2:4]3)[CH2:2]1)[CH2:8]2 |f:2.3,^1:50,52,71,90|. Procedure details: To a mixture of tert-butyl 4-(adamantan-1-ylmethoxy)-5-bromo-2-fluorobenzoate (1.00 g, 2.28 mmol) in dioxane (15 mL) was added tetrakis(triphenylphosphine)palladium (0.263 g, 0.23 mmol), (E)-3-methoxy-1-propen-1-ylboronic acid, pinacol ester (1.36 g, 6.80 mmol), and 2 M sodium bicarbonate solution (4.5 mL, 9.00 mmol). The reaction mixture was thoroughly degassed by passing argon through it and then heated in a microwave at 150° C. for 30 minutes. After cooling to ambient temperature, the mixture... Reaction conditions: time 1 hour. Reactants: C(CCC)[Li] (n-butyllithium), COC=1[C@H](N=C(C(N1)C)OC)C(C)C ((R)-(−)-2,5-dihydro-3,6-dimethoxy-2-isopropyl-5-methylpyrazine), IC[C@H](CC)C1=CC=CC=C1 (((R)-1-iodomethyl-propyl)-benzene). Isolated yield 64.2%. Solvent: O1CCCC1 (tetrahydrofuran), O1CCCC1 (tetrahydrofuran). Procedure: A solution of (R)-(−)-2,5-dihydro-3,6-dimethoxy-2-isopropyl-5-methylpyrazine (4.25 g, 23.1 mmol) in tetrahydrofuran (30 ml) was cooled to −78° C., then n-butyllithium (1.6 M in hexane, 15.1 ml, 24.2 mmol) was added and the mixture was stirred for 1 hour. A solution of ((R)-1-iodomethyl-propyl)-benzene (6.30 g, 24.2 mmol) in tetrahydrofuran (30 ml) was added dropwise over 30 min and the mixture was stirred overnight while being allowed to warm slowly from −70° C. to room temperature. The reaction... RXN SMILES: [CH3:1][O:2][C:3]1[C@@H:4]([CH:12]([CH3:14])[CH3:13])[N:5]=[C:6]([O:10][CH3:11])[CH:7]([CH3:9])[N:8]=1.C([Li])CCC.IC[C@@H:22]([C:25]1[CH:30]=[CH:29][CH:28]=[CH:27][CH:26]=1)[CH2:23][CH3:24]>O1CCCC1>[CH:12]([C@@H:4]1[C:3]([O:2][CH3:1])=[N:8][C@@H:7]([CH2:9][C@@H:22]([C:25]2[CH:30]=[CH:29][CH:28]=[CH:27][CH:26]=2)[CH2:23][CH3:24])[C:6]([O:10][CH3:11])=[N:5]1)([CH3:14])[CH3:13]. Yields the product C(C)(C)[C@H]1N=C([C@@H](N=C1OC)C[C@H](CC)C1=CC=CC=C1)OC ((2R,5S)-2-Isopropyl-3,6-dimethoxy-5-((S)-2-phenyl-butyl)-2,5-dihydro-pyrazine). Starting materials: ClC1=NC=C(C=C1C(=O)N[C@@H](C)C1=CC=C(C(=O)OC)C=C1)Cl (Methyl 4-((1S)-1-{[(2,5-dichloropyridin-3-yl)carbonyl]amino}ethyl)benzoate), ClC=1C(=C(C=CC1)O)C (3-chloro-2-methylphenol). Yields the product ClC=1C=C(C(=NC1)OC1=C(C(=CC=C1)Cl)C)C(=O)N[C@@H](C)C1=CC=C(C(=O)OC)C=C1 (Methyl 4-[(1S)-1-({[5-chloro-2-(3-chloro-2-methylphenoxy)pyridin-3-yl]carbonyl}amino)ethyl]benzoate). Reaction SMILES: Cl[C:2]1[C:7]([C:8]([NH:10][C@H:11]([C:13]2[CH:22]=[CH:21][C:16]([C:17]([O:19][CH3:20])=[O:18])=[CH:15][CH:14]=2)[CH3:12])=[O:9])=[CH:6][C:5]([Cl:23])=[CH:4][N:3]=1.[Cl:24][C:25]1[C:26]([CH3:32])=[C:27]([OH:31])[CH:28]=[CH:29][CH:30]=1>>[Cl:23][C:5]1[CH:6]=[C:7]([C:8]([NH:10][C@H:11]([C:13]2[CH:22]=[CH:21][C:16]([C:17]([O:19][CH3:20])=[O:18])=[CH:15][CH:14]=2)[CH3:12])=[O:9])[C:2]([O:31][C:27]2[CH:28]=[CH:29][CH:30]=[C:25]([Cl:24])[C:26]=2[CH3:32])=[N:3][CH:4]=1. Procedure details: The title compound was prepared according to the procedure described in step 2 of Example 45 from methyl 4-((1S)-1-{[(2,5-dichloropyridin-3-yl)carbonyl]amino}ethyl)benzoate (step 1 of Example 48) and 3-chloro-2-methylphenol: 1H-NMR (CDCl3) δ 8.57 (1H, dd, J=2.6, 0.7 Hz), 8.18–7.99 (4H, m), 7.44–7.34 (3H, m), 7.23 (1H, d, J=8.1 Hz), 7.02 (1H, d, J=8.1 Hz), 5.45–5.35 (1H, m), 3.90 (3H, s), 2.19 (3H, s), 1.60 (3H, d, J=6.9 Hz); MS (ESI) m/z 459 (M+H)+, 457 (M−H)−. The product is C(C)OC(=O)N1CCC2=NC=3C=CC(=CC3C(=C2CC1)C)N (9-Amino-1,2,4,5-tetrahydro-11-methyl-3-azepino[4,5-b]quinoline-carboxylic acid ethyl ester). Starting materials: C(C)OC(=O)N1CCC2=NC=3C=CC(=CC3C(=C2CC1)C)[N+](=O)[O-] (9-nitro-1,2,4,5-tetrahydro-11-methyl-3-azepino[4,5-b]quinoline-carboxylic acid ethyl ester), [H][H] (hydrogen), Cl (hydrochloric acid), [Sn](Cl)Cl (tin(II)chloride). RXN SMILES: [CH2:1]([O:3][C:4]([N:6]1[CH2:20][CH2:19][C:18]2[C:9](=[N:10][C:11]3[CH:12]=[CH:13][C:14]([N+:22]([O-])=O)=[CH:15][C:16]=3[C:17]=2[CH3:21])[CH2:8][CH2:7]1)=[O:5])[CH3:2].[H][H].Cl.[Sn](Cl)Cl>>[CH2:1]([O:3][C:4]([N:6]1[CH2:20][CH2:19][C:18]2[C:9](=[N:10][C:11]3[CH:12]=[CH:13][C:14]([NH2:22])=[CH:15][C:16]=3[C:17]=2[CH3:21])[CH2:8][CH2:7]1)=[O:5])[CH3:2]. The yield is 95.0%. Reported procedure: 9-Amino-1,2,4,5-tetrahydro-11-methyl-3-azepino[4,5-b]quinoline-carboxylic acid ethyl ester was prepared from 9-nitro-1,2,4,5-tetrahydro-11-methyl-3-azepino[4,5-b]quinoline-carboxylic acid ethyl ester by reduction with nascent hydrogen, generated in situ by concentrated hydrochloric acid and tin(II)chloride, at a temperature of 60°-80° C. The reactants are O=C([O-])[O-], COC(=O)c1cc(-n2cn[nH]c2=S)ccc1OC, CI, CC(C)=O, [K+], [K+]. The product is COC(=O)c1cc(-n2cnnc2SC)ccc1OC. Reaction SMILES: [C:19](=[O:20])([O-:21])[O-:22].[CH3:1][O:2][C:3]([c:4]1[c:5]([O:16][CH3:17])[cH:6][cH:7][c:8](-[n:10]2[cH:11][n:12][nH:13][c:14]2=[S:15])[cH:9]1)=[O:18].[CH3:25][I:26].[CH3:27][C:28](=[O:29])[CH3:30].[K+:23].[K+:24]>>[CH3:1][O:2][C:3]([c:4]1[c:5]([O:16][CH3:17])[cH:6][cH:7][c:8](-[n:10]2[cH:11][n:12][n:13][c:14]2[S:15][CH3:19])[cH:9]1)=[O:18]. The reactants are Cl (hydrogen chloride), O(C1=CC=CC=C1)C1=CC=C(OCCOC2=NC=CC=C2)C=C1 (2-[2-(4-phenoxyphenoxy)ethoxy]pyridine). Run in C1(=CC=CC=C1)C (toluene). Product: Cl.O(C1=CC=CC=C1)C1=CC=C(OCCOC2=[NH+]C=CC=C2)C=C1 (2-[2-(4-phenoxyphenoxy)ethoxy]pyridinium hydrochloride). RXN SMILES: [ClH:1].[O:2]([C:9]1[CH:24]=[CH:23][C:12]([O:13][CH2:14][CH2:15][O:16][C:17]2[CH:22]=[CH:21][CH:20]=[CH:19][N:18]=2)=[CH:11][CH:10]=1)[C:3]1[CH:8]=[CH:7][CH:6]=[CH:5][CH:4]=1>C1(C)C=CC=CC=1>[ClH:1].[O:2]([C:9]1[CH:24]=[CH:23][C:12]([O:13][CH2:14][CH2:15][O:16][C:17]2[CH:22]=[CH:21][CH:20]=[CH:19][NH+:18]=2)=[CH:11][CH:10]=1)[C:3]1[CH:4]=[CH:5][CH:6]=[CH:7][CH:8]=1 |f:3.4|. Procedure: Excess of gaseous hydrogen chloride was gradually introduced into a solution of 2-[2-(4-phenoxyphenoxy)ethoxy]pyridine (1.54 mg, 5.0 mmol) in toluene (50 ml) with stirring. THe produced white precipitate was collected by filtration, washed with toluene several times and dried to give 2-[2-(4-phenoxyphenoxy)ethoxy]pyridinium hydrochloride (1.65 g) as white crystals. M.P., 138.1° C. The reactants are C([O-])([O-])=O.[K+].[K+] (Potassium carbonate), OC=1C=C(C=CC1)S(=O)(=O)N1C=CC2=CC=CC=C12 (1-(3′-Hydroxybenzenesulfonyl) indole), ClC1CCN(CC1)C (4-chloro-N-methylpiperidine). Run in CS(=O)C (dimethyl sulfoxide), CS(=O)C (dimethyl sulfoxide). Reaction conditions: temperature 42.5 celsius, time 1 hour. Yields the product CN1CCC(CC1)OC=1C=C(C=CC1)S(=O)(=O)N1C=CC2=CC=CC=C12 (1-[3′-(1-Methylpiperidin-4-yl oxy)benzenesulfonyl]-1H-indole). The yield is 37.5%. Reaction SMILES: [OH:1][C:2]1[CH:3]=[C:4]([S:8]([N:11]2[C:19]3[C:14](=[CH:15][CH:16]=[CH:17][CH:18]=3)[CH:13]=[CH:12]2)(=[O:10])=[O:9])[CH:5]=[CH:6][CH:7]=1.C(=O)([O-])[O-].[K+].[K+].Cl[CH:27]1[CH2:32][CH2:31][N:30]([CH3:33])[CH2:29][CH2:28]1>CS(C)=O>[CH3:33][N:30]1[CH2:31][CH2:32][CH:27]([O:1][C:2]2[CH:3]=[C:4]([S:8]([N:11]3[C:19]4[C:14](=[CH:15][CH:16]=[CH:17][CH:18]=4)[CH:13]=[CH:12]3)(=[O:10])=[O:9])[CH:5]=[CH:6][CH:7]=2)[CH2:28][CH2:29]1 |f:1.2.3|. Procedure: 1-(3′-Hydroxybenzenesulfonyl) indole, (0.36 mmol, 0.1 grams) (obtained from preparation 1), was dissolved in dimethyl sulfoxide (2 mL). Potassium carbonate (0.074 grams) was added and the resulting reaction mixture was stirred 40-45° C. for a period of one hour. In another round bottom flask, 4-chloro-N-methylpiperidine (0.54 mmol, 0.072 grams) was dissolved in dimethyl sulfoxide (1.5 mL). The content of the first flask were added to the second flask at 40-45° C. The resulting reaction mass was ... The solvent is ClCCl (dichloromethane). Reactants: C12(CC3CC(CC(C1)C3)C2)C2=C(C=C(C=C2)Br)O (2-(1-adamantyl)-5-bromophenol), C(CCC)C1=C(C=CC=C1)OC1OCCCC1 (butyl-1-(2-tetrahydropyranoxy)benzene), C(CCC)C1=C(C=CC=C1)OC1OCCCC1 (butyl-1-(2-tetrahydropyranoxy)benzene), C1(=CC=C(C=C1)S(=O)(=O)[O-])C.[NH+]1=CC=CC=C1 (pyridinium p-toluenesulfonate), C12(CC3CC(CC(C1)C3)C2)C2=C(C=C(C=C2)Br)O (2-(1-adamantyl)-5-bromophenol), O1CCCC=C1 (3,4-dihydro-2H-pyran). Procedure details: Using the same general procedure as for the preparation of of 4-bromo-2-| -butyl-1-(2-tetrahydropyranoxy)benzene (Compound H), but instead using 9.17 g (29.9 mmol) of 2-(1-adamantyl)-4-bromophenol (Compound F), 0.75 g (3.0 mmol) of pyridinium p-toluenesulfonate, 3.77 g (4.1 ml, 44.8 mmol) of 3,4-dihydro-2H-pyran and 50 ml of dichloromethane produced a bright yellow solid. Purification by flash chromatography (preabsorbed onto silica with chloroform, eluted with 2% ethyl acetate in hexane) yielde... Product: C12(CC3CC(CC(C1)C3)C2)C2=C(C=CC(=C2)Br)OC2OCCCC2 (2-(1-adamantyl)-4-bromo-1-(2-tetrahydropyranoxy)benzene). RXN SMILES: [CH2:1]([C:5]1[CH:10]=[CH:9][CH:8]=[CH:7][C:6]=1[O:11][CH:12]1[CH2:17][CH2:16][CH2:15][CH2:14][O:13]1)[CH2:2][CH2:3][CH3:4].C12(C3C=CC([Br:34])=CC=3O)CC3CC(CC(C3)C1)C2.[C:36]1([CH3:46])[CH:41]=C[C:39](S([O-])(=O)=O)=[CH:38][CH:37]=1.[NH+]1C=CC=CC=1.O1C=CCCC1>ClCCl>[C:1]12([C:5]3[CH:10]=[C:9]([Br:34])[CH:8]=[CH:7][C:6]=3[O:11][CH:12]3[CH2:17][CH2:16][CH2:15][CH2:14][O:13]3)[CH2:39][CH:38]3[CH2:37][CH:36]([CH2:46][CH:3]([CH2:4]3)[CH2:2]1)[CH2:41]2 |f:2.3|. Starting materials: N#Cc1cc(F)c(F)cc1Cl, [Li+], [Li+], O=C([O-])[O-], CC1NCCC1C(C)(C)O. Product: CC1C(C(C)(C)O)CCN1c1cc(Cl)c(C#N)cc1F. As a reaction SMILES: [Cl:1][c:2]1[c:3]([C:4]#[N:5])[cH:6][c:7]([F:11])[c:8]([F:10])[cH:9]1.[Li+:22].[Li+:23].[O-:24][C:25](=[O:26])[O-:27].[OH:12][C:13]([CH3:14])([CH3:15])[CH:16]1[CH:17]([CH3:21])[NH:18][CH2:19][CH2:20]1>>[Cl:1][c:2]1[c:3]([C:4]#[N:5])[cH:6][c:7]([F:11])[c:8]([N:18]2[CH:17]([CH3:21])[CH:16]([C:13]([OH:12])([CH3:14])[CH3:15])[CH2:20][CH2:19]2)[cH:9]1.